Dataset: the Open Reaction Database (ORD), a public repository of structured organic reaction records. Task: describe an organic reaction: reactants, conditions, products, and yield The reactants are OC1=CC=C2C=CC3=CC=CC4=CC=C1C2=C34 (1-hydroxypyrene), C(C1=CC=CC=C1)Br (benzyl bromide), C(=O)([O-])[O-].[K+].[K+] (K2CO3), CC(=O)C (acetone). Run in O (H2O). Yields the product C(C1=CC=CC=C1)OC1=CC=C2C=CC3=CC=CC4=CC=C1C2=C34 (1-benzyloxypyrene). Yield: 25.1%. As a reaction SMILES: [OH:1][C:2]1[C:15]2[C:16]3=[C:17]4[C:12](=[CH:13][CH:14]=2)[CH:11]=[CH:10][CH:9]=[C:8]4[CH:7]=[CH:6][C:5]3=[CH:4][CH:3]=1.[CH2:18](Br)[C:19]1[CH:24]=[CH:23][CH:22]=[CH:21][CH:20]=1.C([O-])([O-])=O.[K+].[K+].CC(C)=O>O>[CH2:18]([O:1][C:2]1[C:15]2[C:16]3=[C:17]4[C:12](=[CH:13][CH:14]=2)[CH:11]=[CH:10][CH:9]=[C:8]4[CH:7]=[CH:6][C:5]3=[CH:4][CH:3]=1)[C:19]1[CH:24]=[CH:23][CH:22]=[CH:21][CH:20]=1 |f:2.3.4|. Procedure details: To a RB flask equipped with overhead stirrer, condenser and N2 inlet line with bubbler was added 1-hydroxypyrene (Cambridge Chemical, Inc., 5.0 g, 23 mmol), benzyl bromide (Aldrich, 15.64 g, 92 mmol, 10.94 mL), K2CO3 (Mallinckrodt, 12.72 g, 92 mmol) and acetone (100 mL). The mixture was refluxed overnight, cooled and then poured into H2O (250 mL) and extracted with EtOAc (3×100 mL). The EtOAc layers were combined and washed successively with 1N NaOH (100 mL), H2O (100 mL) and saturated NaCl solu... The reactants are CON(C(=O)C1=CN(C2=CC=CC=C2C1=O)CC1=NC(=CC=C1)Br)C (1-(6-bromo-pyridin-2-ylmethyl)-4-oxo-1,4-dihydro-quinoline-3-carboxylic acid methoxy-methyl-amide), white solid, C1CCOC1 (THF). Solvent: COC=1C=C(C=CC1OC)[Mg]Br (3,4-dimethoxyphenylmagnesium bromide). The product is BrC1=CC=CC(=N1)CN1C=C(C(C2=CC=CC=C12)=O)C(C1=CC(=C(C=C1)OC)OC)=O (1-(6-Bromo-pyridin-2-ylmethyl)-3-(3,4-dimethoxy-benzoyl)-1H-quinolin-4-one). RXN SMILES: CON(C)[C:4]([C:6]1[C:15](=[O:16])[C:14]2[C:9](=[CH:10][CH:11]=[CH:12][CH:13]=2)[N:8]([CH2:17][C:18]2[CH:23]=[CH:22][CH:21]=[C:20]([Br:24])[N:19]=2)[CH:7]=1)=[O:5].[CH2:26]1[CH2:30][O:29][CH2:28][CH2:27]1>COC1C=C([Mg]Br)C=CC=1OC>[Br:24][C:20]1[N:19]=[C:18]([CH2:17][N:8]2[C:9]3[C:14](=[CH:13][CH:12]=[CH:11][CH:10]=3)[C:15](=[O:16])[C:6]([C:4](=[O:5])[C:26]3[CH:27]=[CH:26][C:30]([O:29][CH3:28])=[C:28]([O:29][CH3:30])[CH:27]=3)=[CH:7]2)[CH:23]=[CH:22][CH:21]=1. Procedure: Experimental conditions analogous to those described for Step 6 of Example 60 from 90 mg (0.22 mmol) of 1-(6-bromo-pyridin-2-ylmethyl)-4-oxo-1,4-dihydro-quinoline-3-carboxylic acid methoxy-methyl-amide in 1 mL THF and 0.98 mL 0.5M 3,4-dimethoxyphenylmagnesium bromide. Yield: 55 mg of a white solid. LC-MSD, m/z for C24H19BrN2O4 [M+H]+=479.0, 481.0; HPLC retention time: 2.1 min. The reactants are C(C1=CC=CC=C1)OC(=O)NCCS(=O)(=O)Cl (2-(N-benzyloxycarbonylamino)ethanesulfonyl chloride), [NH4+].[OH-] (NH4OH). Solvent: C(C)#N (acetonitrile), C(C)#N (acetonitrile). Yields the product C(C1=CC=CC=C1)OC(=O)NCCS(=O)(=O)N (2-(N-benzyloxycarbonylamino)ethanesulfonamide). Reaction SMILES: [CH2:1]([O:8][C:9]([NH:11][CH2:12][CH2:13][S:14](Cl)(=[O:16])=[O:15])=[O:10])[C:2]1[CH:7]=[CH:6][CH:5]=[CH:4][CH:3]=1.[NH4+:18].[OH-]>C(#N)C>[CH2:1]([O:8][C:9]([NH:11][CH2:12][CH2:13][S:14]([NH2:18])(=[O:16])=[O:15])=[O:10])[C:2]1[CH:7]=[CH:6][CH:5]=[CH:4][CH:3]=1 |f:1.2|. Reported procedure: Crude 2-(N-benzyloxycarbonylamino)ethanesulfonyl chloride was dissolved in acetonitrile (10 mL). The resulting solution was cooled on an ice/water bath and a solution 1:1 of 28% NH4OH (5 mL) and acetonitrile (5 mL) was dropped therein. After stirring for 30′, the solvents were evaporated off under vacuum and the crude residue was recrystallised with methanol to give 2-(N-benzyloxycarbonylamino)ethanesulfonamide as white powder (0.51 g; 1.96 mmol). The reactants are O (water), CCCCCCC (heptane), ClC1=CC=C(C=C1)C1=CC=CC=C1 (4-chlorobiphenyl), O1CCOCC1 (1,4-dioxane), O (water), C([O-])([O-])=O.[Cs+].[Cs+] (cesium carbonate), potassium cyclopropylmethoxymethyl trifluoroborate, 2-dicycrohexylphospino-2′,6′-dimethoxybiphenyl. The reagents and catalysts are C(C)(=O)[O-].[Pd+2].C(C)(=O)[O-] (palladium (II) acetate). Conditions: temperature 100 celsius, time 7 hour. Product: C1(CC1)COCC1=CC=C(C=C1)C1=CC=CC=C1 (4-Cyclopropylmethoxymethyl-biphenyl). Isolated yield 90.0%. As a reaction SMILES: Cl[C:2]1[CH:7]=[CH:6][C:5]([C:8]2[CH:13]=[CH:12][CH:11]=[CH:10][CH:9]=2)=[CH:4][CH:3]=1.O1[CH2:19][CH2:18][O:17][CH2:16]C1.O.C(=O)([O-])[O-].[Cs+].[Cs+].[CH3:27][CH2:28]CCCCC>C([O-])(=O)C.[Pd+2].C([O-])(=O)C>[CH:19]1([CH2:18][O:17][CH2:16][C:2]2[CH:7]=[CH:6][C:5]([C:8]3[CH:13]=[CH:12][CH:11]=[CH:10][CH:9]=3)=[CH:4][CH:3]=2)[CH2:28][CH2:27]1 |f:3.4.5,7.8.9|. Procedure: To a mixture of 4-chlorobiphenyl (50 mg, 265 μmol) and 1,4-dioxane (2 ml) were added water (0.2 ml), cesium carbonate (259 mg, 795 μmol), potassium cyclopropylmethoxymethyl trifluoroborate (102 mg, 530 mol), palladium (II) acetate (5.95 mg, 27 μmol) and 2-dicycrohexylphospino-2′,6′-dimethoxybiphenyl (21.8 mg, 53.1 μmol). Then, the reaction mixture was stirred at 100° C. (external temperature) for 7 hours and 30 minutes. After the reaction mixture was cooled at room temperature, water and heptane... Reactants: NC=1C=C(C(=O)NS(=O)(=O)C)C=CC1 (N-(3-aminobenzoyl)methanesulfonamide), ClC(=O)OC1=CC=CC=C1 (phenyl chloroformate), Cl (hydrochloric acid), O (Water). Run in O1CCOCC1 (dioxane), [OH-].[Na+] (sodium hydroxide). Reaction conditions: time 2.5 hour. Product: CS(=O)(=O)NC(=O)C=1C=C(C=CC1)NC(OC1=CC=CC=C1)=O (phenyl 3-(methanesulfonylaminocarbonyl)phenylcarbamate). Isolated yield 96.1%. As a reaction SMILES: [NH2:1][C:2]1[CH:3]=[C:4]([CH:12]=[CH:13][CH:14]=1)[C:5]([NH:7][S:8]([CH3:11])(=[O:10])=[O:9])=[O:6].Cl[C:16]([O:18][C:19]1[CH:24]=[CH:23][CH:22]=[CH:21][CH:20]=1)=[O:17].O.Cl>O1CCOCC1.[OH-].[Na+]>[CH3:11][S:8]([NH:7][C:5]([C:4]1[CH:3]=[C:2]([NH:1][C:16](=[O:17])[O:18][C:19]2[CH:24]=[CH:23][CH:22]=[CH:21][CH:20]=2)[CH:14]=[CH:13][CH:12]=1)=[O:6])(=[O:10])=[O:9] |f:5.6|. Reported procedure: To a solution of N-(3-aminobenzoyl)methanesulfonamide (400 mg) in dioxane (4 ml) and 1N sodium hydroxide solution (3.73 ml) was added phenyl chloroformate (351 mg) under ice-cooling, and the mixture was stirred for 2.5 hours at ambient temperature. Water was added thereto, the mixture was adjusted pH 3 with hydrochloric acid. The mixture was extracted with chloroform-methanol, and the extract was dried over magnesium sulfate and concentrated in vacuo to give phenyl 3-(methanesulfonylaminocarbony...